This data is from the Open Reaction Database (ORD), a public repository of structured organic reaction records. The task is: describe an organic reaction: reactants, conditions, products, and yield Reactants: [N+](=O)(O)[O-] (nitric acid), [Ni](Cl)Cl (nickel chloride). Yields the product [N+](=O)([O-])[O-].[Ni+2].[N+](=O)([O-])[O-] (nickel nitrate). Reaction SMILES: [N+:1]([O-:4])([OH:3])=[O:2].[Ni:5](Cl)Cl>>[N+:1]([O-:4])([O-:3])=[O:2].[Ni+2:5].[N+:1]([O-:4])([O-:3])=[O:2] |f:2.3.4|. Procedure details: Where hydrochloric or nitric acid is used as the leachant, nickel chloride or nickel nitrate is formed and concentrated following ion exchange. The nickel chloride or nickel nitrate solution is subjected to pyro-hydrolysis to form nickel oxide and recycle acid, e.g. HCl or HNO3. Reactants: C(C)N(C(=O)OC=1N=C(C2=CC(=C(C=C2C1[N+](=O)[O-])OC)OC)C)CC (3-(diethylcarbamyloxy)-6,7-dimethoxy-1-methyl-4-nitroisoquinoline). Reagents/catalysts: [Pd] (Pd/C). Run in CO (methanol). Yields the product NC1=C(N=C(C2=CC(=C(C=C12)OC)OC)C)OC(N(CC)CC)=O (4-Amino-3-(diethylcarbamyloxy)-6,7-dimethoxy-1-methylisoquinoline). As a reaction SMILES: [CH2:1]([N:3]([CH2:25][CH3:26])[C:4]([O:6][C:7]1[N:8]=[C:9]([CH3:24])[C:10]2[C:15]([C:16]=1[N+:17]([O-])=O)=[CH:14][C:13]([O:20][CH3:21])=[C:12]([O:22][CH3:23])[CH:11]=2)=[O:5])[CH3:2]>CO.[Pd]>[NH2:17][C:16]1[C:15]2[C:10](=[CH:11][C:12]([O:22][CH3:23])=[C:13]([O:20][CH3:21])[CH:14]=2)[C:9]([CH3:24])=[N:8][C:7]=1[O:6][C:4](=[O:5])[N:3]([CH2:25][CH3:26])[CH2:1][CH3:2]. Procedure: A slurry of 3-(diethylcarbamyloxy)-6,7-dimethoxy-1-methyl-4-nitroisoquinoline (500 mg, 1.38 mmol) in methanol (50 mL) was hydrogenated in a Parr hydrogenator over 10% Pd/C (100 mg) for 4 hours. The reaction mixture was filtered through a celite pad, the solids were washed with methanol and the combined filtrate and washings were evaporated to dryness in vacuo to yield a yellow solid residue. One recrystallization from methylene chloride/ether afforded pure title compound (437 mg, 95.3%), mp 206°... Reactants: C1CCOC1, CC(=O)Cl, [Na+], [OH-], O, O=C(O)COc1cccc(CC2CCNC2c2nc(-c3ccccc3)c(-c3ccccc3)o2)c1. Yields the product CC(=O)N1CCC(Cc2cccc(OCC(=O)O)c2)C1c1nc(-c2ccccc2)c(-c2ccccc2)o1. As a reaction SMILES: [CH2:41]1[O:42][CH2:43][CH2:44][CH2:45]1.[CH3:35][C:36]([Cl:37])=[O:38].[Na+:40].[OH-:39].[OH2:46].[c:1]1(-[c:7]2[n:8][c:9]([CH:18]3[NH:19][CH2:20][CH2:21][CH:22]3[CH2:23][c:24]3[cH:25][c:26]([O:27][CH2:28][C:29](=[O:30])[OH:31])[cH:32][cH:33][cH:34]3)[o:10][c:11]2-[c:12]2[cH:13][cH:14][cH:15][cH:16][cH:17]2)[cH:2][cH:3][cH:4][cH:5][cH:6]1>>[c:1]1(-[c:7]2[n:8][c:9]([CH:18]3[N:19]([C:36]([CH3:35])=[O:38])[CH2:20][CH2:21][CH:22]3[CH2:23][c:24]3[cH:25][c:26]([O:27][CH2:28][C:29](=[O:30])[OH:31])[cH:32][cH:33][cH:34]3)[o:10][c:11]2-[c:12]2[cH:13][cH:14][cH:15][cH:16][cH:17]2)[cH:2][cH:3][cH:4][cH:5][cH:6]1. RXN SMILES: [C:1]([O:7][CH2:8][CH3:9])(=[O:6])[CH2:2][CH2:3][CH:4]=[CH2:5].B1C2CCCC1CCC2.Cl[C:20]1[CH:25]=[C:24]([NH:26][C:27](=[O:32])[C:28]([CH3:31])([CH3:30])[CH3:29])[N:23]=[C:22]([NH:33][C:34](=[O:39])[C:35]([CH3:38])([CH3:37])[CH3:36])[N:21]=1.C([O-])([O-])=O.[K+].[K+]>CC([O-])=O.CC([O-])=O.[Pd+2].C1(P(C2C=CC=CC=2)[C-]2C=CC=C2)C=CC=CC=1.[C-]1(P(C2C=CC=CC=2)C2C=CC=CC=2)C=CC=C1.[Fe+2].CN(C=O)C>[CH2:8]([O:7][C:1](=[O:6])[CH2:2][CH2:3][CH2:4][CH2:5][C:20]1[N:21]=[C:22]([NH:33][C:34](=[O:39])[C:35]([CH3:38])([CH3:37])[CH3:36])[N:23]=[C:24]([NH:26][C:27](=[O:32])[C:28]([CH3:31])([CH3:30])[CH3:29])[CH:25]=1)[CH3:9] |f:3.4.5,6.7.8,9.10.11|. Yields the product C(C)OC(CCCCC1=CC(=NC(=N1)NC(C(C)(C)C)=O)NC(C(C)(C)C)=O)=O (5-(2,4-Dipivaloylaminopyrimidin-6-yl)pentanoic acid ethyl ester). The reactants are C(CCC=C)(=O)OCC (Ethyl 4-pentenoate), B1C2CCCC1CCC2 (9-BBN), ClC1=NC(=NC(=C1)NC(C(C)(C)C)=O)NC(C(C)(C)C)=O (4-Chloro-2,6-dipivaloylaminopyrimidine), C(=O)([O-])[O-].[K+].[K+] (K2CO3). Solvent: CN(C)C=O (DMF). The reagents and catalysts are CC(=O)[O-].CC(=O)[O-].[Pd+2] (Pd(OAc)2), C1(=CC=CC=C1)P([C-]1C=CC=C1)C1=CC=CC=C1.[C-]1(C=CC=C1)P(C1=CC=CC=C1)C1=CC=CC=C1.[Fe+2] (1,1′-bis(diphenylphosphino)-ferrocene). Reported procedure: Ethyl 4-pentenoate (1.0 g, 7.8 mmol) was treated with 9-BBN (18.72 mL, 9.36 mmol; 0.5M in THF) at room temperature for 16 hours. To this solution was added Pd(OAc)2 (175 mg, 0.78 mmol), pyrimidine 7-2 (2.44 mg, 7.8 mmol), K2CO3 (2.15 g, 15.6 mmol), 1,1′-bis(diphenylphosphino)-ferrocene (DPPF) (433 mg, 0.78 mmol) and DMF (25 mL). The mixture was degassed with argon for 10 minutes then heated to 80° C. for 24 hours. The reaction mixture was cooled and stirred with ethanolamine (10 mL) for 3 hours.... Reaction conditions: temperature 80 celsius, time 3 hour. Reactants: O1CCC(CC1)=NO (tetrahydro-pyran-4-one oxime), C(C)(=O)[O-].C(C)(=O)[O-].C(C)(=O)[O-].C(C)(=O)[O-].[Pb+4] (lead tetraacetate), ClC(C(=O)O)(Cl)Cl (trichloroacetic acid). Yields the product ClC(C(=O)OC1(CCOCC1)N=O)(Cl)Cl (4-Nitrosotetrahydro-2H-pyran-4-yl 2,2,2-trichloroacetate). RXN SMILES: [O:1]1[CH2:6][CH2:5][C:4](=[N:7][OH:8])[CH2:3][CH2:2]1.C([O-])(=O)C.C([O-])(=O)C.C([O-])(=O)C.C([O-])(=O)C.[Pb+4].[Cl:26][C:27]([Cl:32])([Cl:31])[C:28]([OH:30])=[O:29]>>[Cl:26][C:27]([Cl:32])([Cl:31])[C:28]([O:30][C:4]1([N:7]=[O:8])[CH2:5][CH2:6][O:1][CH2:2][CH2:3]1)=[O:29] |f:1.2.3.4.5|. Procedure: 4-Nitrosotetrahydro-2H-pyran-4-yl 2,2,2-trichloroacetate was prepared from tetrahydro-pyran-4-one oxime, lead tetraacetate and trichloroacetic acid using conditions of General Method 3. 1H NMR (360 MHz, chloroform-d) δ 3.99-4.19 (2H, m), 3.61-3.94 (2H, m), 2.30-2.61 (2H, m), 1.58-2.03 (2H, m). Starting materials: C, CO, CC(=O)Cc1ccc([N+](=O)[O-])cc1, C1CCOC1, [Pd]. RXN SMILES: [C:16].[CH3:14][OH:15].[N+:1]([O-:2])(=[O:3])[c:4]1[cH:5][cH:6][c:7]([CH2:10][C:11](=[O:12])[CH3:13])[cH:8][cH:9]1.[O:18]1[CH2:19][CH2:20][CH2:21][CH2:22]1.[Pd:17]>>[NH2:1][c:4]1[cH:5][cH:6][c:7]([CH2:10][C:11](=[O:12])[CH3:13])[cH:8][cH:9]1. The product is CC(=O)Cc1ccc(N)cc1. Reactants: CC(C)(C)N(C([O-])=O)C1=C(C=C(C=C1)C=1SC=CC1)NC(=O)C1=CC=C(C=C1)CNC(=O)OCC=1C=NC=CC1 (1,1-dimethylethyl[2-[({4-[({[(pyridin-3-ylmethyl)oxy]carbonyl}amino)methyl]phenyl}carbonyl)amino]-4-(2-thienyl)phenyl]carbamate), C(=O)(C(F)(F)F)O (TFA). Solvent: C(Cl)Cl (DCM). Conditions: time 1 hour. The product is N1=CC(=CC=C1)COC(NCC1=CC=C(C=C1)C(=O)NC=1C=C(C=CC1N)C1=CC=CC=C1)=O (pyridin-3-ylmethyl[(4-{[(4-aminobiphenyl-3-yl)amino]carbonyl}phenyl)methyl]carbamate). As a reaction SMILES: CC([N:5]([C:9]1[CH:14]=[CH:13][C:12]([C:15]2S[CH:17]=[CH:18][CH:19]=2)=[CH:11][C:10]=1[NH:20][C:21]([C:23]1[CH:28]=[CH:27][C:26]([CH2:29][NH:30][C:31]([O:33][CH2:34][C:35]2[CH:36]=[N:37][CH:38]=[CH:39][CH:40]=2)=[O:32])=[CH:25][CH:24]=1)=[O:22])C(=O)[O-])(C)C.[C:41](O)([C:43](F)(F)F)=O>C(Cl)Cl>[N:37]1[CH:38]=[CH:39][CH:40]=[C:35]([CH2:34][O:33][C:31](=[O:32])[NH:30][CH2:29][C:26]2[CH:27]=[CH:28][C:23]([C:21]([NH:20][C:10]3[CH:11]=[C:12]([C:15]4[CH:43]=[CH:41][CH:17]=[CH:18][CH:19]=4)[CH:13]=[CH:14][C:9]=3[NH2:5])=[O:22])=[CH:24][CH:25]=2)[CH:36]=1. Reported procedure: 1,1-dimethylethyl[2-[({4-[({[(pyridin-3-ylmethyl)oxy]carbonyl}amino)methyl]phenyl}carbonyl)amino]-4-(2-thienyl)phenyl]carbamate (10.5 g, 19 mmol) was taken up in DCM (208 mL)/TFA (41.7 mL). After 1 hour, the solvent was removed in vacuo, saturated NaHCO3 was added and the products extracted into EtOAc (×2). The combined organic extracts were washed with brine, dried over MgSO4 and concentrated in vacuo to give pyridin-3-ylmethyl[(4-{[(4-aminobiphenyl-3-yl)amino]carbonyl}phenyl)methyl]carbamate a...